Task: describe an organic reaction: reactants, conditions, products, and yield. Dataset: the Open Reaction Database (ORD), a public repository of structured organic reaction records Starting materials: ClC=1C(=NN(C1C)C1=CC=C(C=C1)N)C (4-(4-Chloro-3,5-dimethyl-pyrazol-1-yl)-phenylamine), BrC=1C=C2C(C(NC(C2=CC1)=O)=O)=COC (6-Bromo-4-methoxymethylene-4H-isoquinoline-1,3-dione), CCOC(=O)C (EtOAc), O (H2O). Solvent: CN(C=O)C (N,N-dimethylformamide). Product: BrC=1C=C2C(C(NC(C2=CC1)=O)=O)=CNC1=CC=C(C=C1)N1N=C(C(=C1C)Cl)C (6-Bromo-4-{[4-(4-chloro-3,5-dimethyl-pyrazol-1-yl)-phenylamino]-methylene}-4H-isoquinoline-1,3-dione). Yield: 31.6%. As a reaction SMILES: [Cl:1][C:2]1[C:3]([CH3:15])=[N:4][N:5]([C:8]2[CH:13]=[CH:12][C:11]([NH2:14])=[CH:10][CH:9]=2)[C:6]=1[CH3:7].[Br:16][C:17]1[CH:18]=[C:19]2[C:24](=[CH:25][CH:26]=1)[C:23](=[O:27])[NH:22][C:21](=[O:28])[C:20]2=[CH:29]OC.CCOC(C)=O.O>CN(C)C=O>[Br:16][C:17]1[CH:18]=[C:19]2[C:24](=[CH:25][CH:26]=1)[C:23](=[O:27])[NH:22][C:21](=[O:28])[C:20]2=[CH:29][NH:14][C:11]1[CH:12]=[CH:13][C:8]([N:5]2[C:6]([CH3:7])=[C:2]([Cl:1])[C:3]([CH3:15])=[N:4]2)=[CH:9][CH:10]=1. Reported procedure: The 4-(4-Chloro-3,5-dimethyl-pyrazol-1-yl)-phenylamine (130 mg, 0.58 mmol) and 6-Bromo-4-methoxymethylene-4H-isoquinoline-1,3-dione (120 mg, 0.43 mmol) is heated in N,N-dimethylformamide (10 mL) at 100° C. for 4 h. EtOAc (100 mL) and H2O (20 mL) is then added. The EtOAc layer is washed with H2O (3×20 mL) and brine (15 mL) and dried over MgSO4. Upon removal of EtOAc, precipitate formed and the precipitate is collected and washed with MeOH and Et2O and dried to provide the title compound (64 mg, 3... Reactants: N1C(NC2=C1C=CC=C2)=C(C(=O)C=2C=C(C=O)C=CC2)C(=O)C2=CC(=CC=C2)F (3-[2-(1,3-dihydro-2H-benzimidazol-2-ylidene)-3-(3-fluorophenyl)-3-oxopropanoyl]benzaldehyde), [Cl-].[NH4+] (ammonium chloride), BrC1=NC=CC=C1 (2-bromopyridine), C(CCC)[Li] (n-butyl lithium). The solvent is C1CCOC1 (THF), C1CCOC1 (THF). Run at temperature -78 celsius, time 30 minute. The product is Cl.N1C(NC2=C1C=CC=C2)=C(C(=O)C2=CC(=CC=C2)F)C(=O)C2=CC(=CC=C2)C(C2=NC=CC=C2)O (2-(1,3-dihydro-2H-benzimidazol-2-ylidene)-1-(3-fluorophenyl)-3-{3-[hydroxy(pyridin-2-yl)methyl]phenyl}propane-1,3-dione hydrochloride). The yield is 42.0%. Reaction SMILES: Br[C:2]1[CH:7]=[CH:6][CH:5]=[CH:4][N:3]=1.C([Li])CCC.[NH:13]1[C:17]2[CH:18]=[CH:19][CH:20]=[CH:21][C:16]=2[NH:15][C:14]1=[C:22]([C:33]([C:35]1[CH:40]=[CH:39][CH:38]=[C:37]([F:41])[CH:36]=1)=[O:34])[C:23]([C:25]1[CH:26]=[C:27]([CH:30]=[CH:31][CH:32]=1)[CH:28]=[O:29])=[O:24].[Cl-:42].[NH4+]>C1COCC1>[ClH:42].[NH:13]1[C:17]2[CH:18]=[CH:19][CH:20]=[CH:21][C:16]=2[NH:15][C:14]1=[C:22]([C:23]([C:25]1[CH:32]=[CH:31][CH:30]=[C:27]([CH:28]([OH:29])[C:2]2[CH:7]=[CH:6][CH:5]=[CH:4][N:3]=2)[CH:26]=1)=[O:24])[C:33]([C:35]1[CH:40]=[CH:39][CH:38]=[C:37]([F:41])[CH:36]=1)=[O:34] |f:3.4,6.7|. Procedure: A 0.33 ml portion of 2-bromopyridine was dissolved in 3 ml of THF, and the solution was cooled to −78° C., mixed with 2.2 ml of n-butyl lithium and then stirred at the same temperature for 30 minutes. This solution was poured at −78° C. into a solution prepared by dissolving 3-[2-(1,3-dihydro-2H-benzimidazol-2-ylidene)-3-(3-fluorophenyl)-3-oxopropanoyl]benzaldehyde in 10 ml of THF. This was slowly risen to room temperature and mixed with 50 ml of saturated ammonium chloride aqueous solution. Thi... Reactants: C=C(C)c1cccc2c(-c3c(C)nc4c(C(CC)CC)cc(C)nn34)c(C)sc12, C1CCOC1, CO, [Na+], [OH-], O, OO. Product: CCC(CC)c1cc(C)nn2c(-c3c(C)sc4c(C(C)CO)cccc34)c(C)nc12. Reaction SMILES: [CH2:1]([CH3:2])[CH:3]([CH2:4][CH3:5])[c:6]1[c:7]2[n:8]([n:9][c:10]([CH3:12])[cH:11]1)[c:13](-[c:17]1[c:18]3[c:19]([s:20][c:21]1[CH3:22])[c:23]([C:27](=[CH2:28])[CH3:29])[cH:24][cH:25][cH:26]3)[c:14]([CH3:16])[n:15]2.[CH2:36]1[O:37][CH2:38][CH2:39][CH2:40]1.[CH3:30][OH:31].[Na+:33].[OH-:32].[OH2:41].[OH:34][OH:35]>>[CH2:1]([CH3:2])[CH:3]([CH2:4][CH3:5])[c:6]1[c:7]2[n:8]([n:9][c:10]([CH3:12])[cH:11]1)[c:13](-[c:17]1[c:18]3[c:19]([s:20][c:21]1[CH3:22])[c:23]([CH:27]([CH2:28][OH:31])[CH3:29])[cH:24][cH:25][cH:26]3)[c:14]([CH3:16])[n:15]2. Starting materials: ClCCl, O=[Cr](=O)([O-])O[Cr](=O)(=O)[O-], O=c1ccc(-c2c(-c3ccccc3)nn3ccccc23)nn1C1CCCCC1O, c1cc[nH+]cc1, c1cc[nH+]cc1. Product: O=C1CCCCC1n1nc(-c2c(-c3ccccc3)nn3ccccc23)ccc1=O. As a reaction SMILES: [Cl:51][CH2:52][Cl:53].[Cr:30]([O:31][Cr:32]([O-:33])(=[O:34])=[O:35])([O-:36])(=[O:37])=[O:38].[OH:1][CH:2]1[CH:3]([n:8]2[n:9][c:10](-[c:15]3[c:16](-[c:24]4[cH:25][cH:26][cH:27][cH:28][cH:29]4)[n:17][n:18]4[c:19]3[cH:20][cH:21][cH:22][cH:23]4)[cH:11][cH:12][c:13]2=[O:14])[CH2:4][CH2:5][CH2:6][CH2:7]1.[nH+:39]1[cH:40][cH:41][cH:42][cH:43][cH:44]1.[nH+:45]1[cH:46][cH:47][cH:48][cH:49][cH:50]1>>[O:1]=[C:2]1[CH:3]([n:8]2[n:9][c:10](-[c:15]3[c:16](-[c:24]4[cH:25][cH:26][cH:27][cH:28][cH:29]4)[n:17][n:18]4[c:19]3[cH:20][cH:21][cH:22][cH:23]4)[cH:11][cH:12][c:13]2=[O:14])[CH2:4][CH2:5][CH2:6][CH2:7]1. Starting materials: CN(C)C=O, Fc1ccnc(Cl)c1, [H-], [Na+], N#Cc1ccc(CO)cc1. The product is N#Cc1ccc(COc2cc(F)ccn2)cc1. As a reaction SMILES: [CH3:21][N:22]([CH3:23])[CH:24]=[O:25].[Cl:1][c:2]1[n:3][cH:4][cH:5][c:6]([F:8])[cH:7]1.[H-:19].[Na+:20].[OH:9][CH2:10][c:11]1[cH:12][cH:13][c:14]([C:15]#[N:16])[cH:17][cH:18]1>>[c:2]1([O:9][CH2:10][c:11]2[cH:12][cH:13][c:14]([C:15]#[N:16])[cH:17][cH:18]2)[n:3][cH:4][cH:5][c:6]([F:8])[cH:7]1. Reactants: N(=NC(=O)OCC)C(=O)OCC (diethyl azodicarboxylate), P(C)(C)C (PMe3), C(C(=O)O)Cl (chloroacetic), [OH-].[NH4+] (Ammonium hydroxide), O[C@@H]1[C@@H]([C@H](OC2=CC(=C3C(=C12)OC(C=C3CCC)=O)OC(C)C)C)C ((+)-(8R,9S,10R)-10-Hydroxy-5-isopropyloxy-8,9-dimethyl-4-propyl-9,10-di-hydro-8H-pyrano[2,3-f]-chromen-2-one), [OH-].[NH4+] (ammonium hydroxide). Run in C1CCOC1 (THF), C1(=CC=CC=C1)C (toluene), CC#N (CH3CN). Run at temperature -78 celsius. The product is O[C@H]1[C@@H]([C@H](OC2=CC(=C3C(=C12)OC(C=C3CCC)=O)OC(C)C)C)C ((+)-(8R,9S,10S)-10-Hydroxy-5-isopropyloxy-8,9-dimethyl-4-propyl-9,10-dihydro-8H-pyrano[2,3-f]-chromen-2-one). Isolated yield 83.5%. RXN SMILES: [OH:1][C@H:2]1[C:11]2[C:6](=[CH:7][C:8]([O:20][CH:21]([CH3:23])[CH3:22])=[C:9]3[C:15]([CH2:16][CH2:17][CH3:18])=[CH:14][C:13](=[O:19])[O:12][C:10]3=2)[O:5][C@H:4]([CH3:24])[C@H:3]1[CH3:25].N(C(OCC)=O)=NC(OCC)=O.P(C)(C)C.C(Cl)C(O)=O.[OH-].[NH4+]>C1COCC1.C1(C)C=CC=CC=1.CC#N>[OH:1][C@@H:2]1[C:11]2[C:6](=[CH:7][C:8]([O:20][CH:21]([CH3:23])[CH3:22])=[C:9]3[C:15]([CH2:16][CH2:17][CH3:18])=[CH:14][C:13](=[O:19])[O:12][C:10]3=2)[O:5][C@H:4]([CH3:24])[C@H:3]1[CH3:25] |f:4.5|. Procedure: To a solution 7a (100 mg, 0.28 mmol) in THF (8 mL) and toluene (8 mL), maintained at -78° C., was added diethyl azodicarboxylate (DEAD, 0.455 mL, 2.88 mmol), PMe3 (2.89 mL, 1.0M solution in THF), and chloroacetic acid24 (220 mg, 2.32 mmol). The reaction mixture was stirred at -78° C. and allowed to warm to -30° C. over a period of 1.5 h (until complete disappearance of starting material was observed by TLC). Ammonium hydroxide (5 mL) was then added, and the solution was concentrated under reduce... The reactants are CC(C)N=C=S, Nc1cccc(NC(=O)Nc2ccc(Cl)cc2)c1, c1ccncc1. Yields the product CC(C)NC(=S)Nc1cccc(NC(=O)Nc2ccc(Cl)cc2)c1. RXN SMILES: [CH:19]([CH3:20])([CH3:21])[N:22]=[C:23]=[S:24].[Cl:1][c:2]1[cH:3][cH:4][c:5]([NH:8][C:9]([NH:10][c:11]2[cH:12][c:13]([NH2:14])[cH:15][cH:16][cH:17]2)=[O:18])[cH:6][cH:7]1.[cH:25]1[cH:26][cH:27][n:28][cH:29][cH:30]1>>[Cl:1][c:2]1[cH:3][cH:4][c:5]([NH:8][C:9]([NH:10][c:11]2[cH:12][c:13]([NH:14][C:23]([NH:22][CH:19]([CH3:20])[CH3:21])=[S:24])[cH:15][cH:16][cH:17]2)=[O:18])[cH:6][cH:7]1.